Dataset: the Open Reaction Database (ORD), a public repository of structured organic reaction records. Task: describe an organic reaction: reactants, conditions, products, and yield Reactants: ClCCl, CS(=O)(=O)Cl, CCN(C(C)C)C(C)C, Cl, COc1ccc(F)c(C(=O)c2ncc(CN)c3cc(OC)c(OC)cc23)c1. The product is COc1ccc(F)c(C(=O)c2ncc(CNS(C)(=O)=O)c3cc(OC)c(OC)cc23)c1. RXN SMILES: [CH2:43]([Cl:44])[Cl:45].[CH3:29][S:30]([Cl:31])(=[O:32])=[O:33].[CH:34]([N:35]([CH2:36][CH3:37])[CH:38]([CH3:39])[CH3:40])([CH3:41])[CH3:42].[ClH:1].[NH2:2][CH2:3][c:4]1[cH:5][n:6][c:7]([C:18](=[O:19])[c:20]2[c:21]([F:28])[cH:22][cH:23][c:24]([O:26][CH3:27])[cH:25]2)[c:8]2[cH:9][c:10]([O:16][CH3:17])[c:11]([O:14][CH3:15])[cH:12][c:13]12>>[NH:2]([CH2:3][c:4]1[cH:5][n:6][c:7]([C:18](=[O:19])[c:20]2[c:21]([F:28])[cH:22][cH:23][c:24]([O:26][CH3:27])[cH:25]2)[c:8]2[cH:9][c:10]([O:16][CH3:17])[c:11]([O:14][CH3:15])[cH:12][c:13]12)[S:30]([CH3:29])(=[O:32])=[O:33].